From a dataset of the Open Reaction Database (ORD), a public repository of structured organic reaction records. describe an organic reaction: reactants, conditions, products, and yield The reactants are O=C([O-])[O-], Cn1c(=O)c2[nH]cnc2n(C)c1=O, O=C(c1ccc(CBr)cc1)c1ccc(C(F)(F)F)cc1, [K+], [K+], CN(C)C=O, O. Yields the product Cn1c(=O)c2c(ncn2Cc2ccc(C(=O)c3ccc(C(F)(F)F)cc3)cc2)n(C)c1=O. Reaction SMILES: [C:14](=[O:15])([O-:16])[O-:17].[CH3:1][n:2]1[c:3]2[n:4][cH:5][nH:6][c:7]2[c:8](=[O:9])[n:10]([CH3:11])[c:12]1=[O:13].[F:20][C:21]([c:22]1[cH:23][cH:24][c:25]([C:26](=[O:27])[c:28]2[cH:29][cH:30][c:31]([CH2:32][Br:33])[cH:34][cH:35]2)[cH:36][cH:37]1)([F:38])[F:39].[K+:18].[K+:19].[O:40]=[CH:41][N:42]([CH3:43])[CH3:44].[OH2:45]>>[CH3:1][n:2]1[c:3]2[n:4][cH:5][n:6]([CH2:32][c:31]3[cH:30][cH:29][c:28]([C:26]([c:25]4[cH:24][cH:23][c:22]([C:21]([F:20])([F:38])[F:39])[cH:37][cH:36]4)=[O:27])[cH:35][cH:34]3)[c:7]2[c:8](=[O:9])[n:10]([CH3:11])[c:12]1=[O:13].